From a dataset of the Open Reaction Database (ORD), a public repository of structured organic reaction records. describe an organic reaction: reactants, conditions, products, and yield Reactants: ClC1=NC=CC(=N1)C1=C(N=C2N1C=CC=C2)C=2C=CC(=C(C(=O)NC1=C(C=CC=C1F)F)C2)OCC (5-[3-(2-chloro-4-pyrimidinyl)imidazo[1,2-a]pyridin-2-yl]-N-(2,6-difluorophenyl)-2-(ethyloxy)benzamide), C(C)C=1C(=CC(=C(N)C1)OCC)N1CCC(CC1)N1CCN(CC1)S(=O)(=O)C (5-ethyl-2-(ethyloxy)-4-{4-[4-(methylsulfonyl)-1-piperazinyl]-1-piperidinyl}aniline), Cl (HCl). Product: FC1=C(C(=CC=C1)F)NC(C1=C(C=CC(=C1)C=1N=C2N(C=CC=C2)C1C1=NC(=NC=C1)NC1=C(C=C(C(=C1)CC)N1CCC(CC1)N1CCN(CC1)S(=O)(=O)C)OCC)OCC)=O (N-(2,6-difluorophenyl)-5-(3-{2-[(5-ethyl-2-(ethyloxy)-4-{4-[4-(methylsulfonyl)-1-piperazinyl]-1-piperidinyl}phenyl)amino]-4-pyrimidinyl}imidazo[1,2-a]pyridin-2-yl)-2-(ethyloxy)benzamide). Procedure: A mixture of 5-[3-(2-chloro-4-pyrimidinyl)imidazo[1,2-a]pyridin-2-yl]-N-(2,6-difluorophenyl)-2-(ethyloxy)benzamide (Intermediate Example 6) (0.10 g, 0.198 mmol), 5-ethyl-2-(ethyloxy)-4-{4-[4-(methylsulfonyl)-1-piperazinyl]-1-piperidinyl}aniline (Example 204, Step E) (0.081 g, 0.198 mmol) and HCl (4N,1,4-Dioxane, 0.099 mL, 0.395 mmol) in Trifluoroethanol (8 mL) was heated at 170° C. for 40 min in the microwave. The reaction was quenched with 7N NH3 in MeOH and then concentrated to dryness. The re... Solvent: C(C(F)(F)F)O (Trifluoroethanol). Reaction conditions: temperature 170 celsius. RXN SMILES: Cl[C:2]1[N:7]=[C:6]([C:8]2[N:12]3[CH:13]=[CH:14][CH:15]=[CH:16][C:11]3=[N:10][C:9]=2[C:17]2[CH:18]=[CH:19][C:20]([O:34][CH2:35][CH3:36])=[C:21]([CH:33]=2)[C:22]([NH:24][C:25]2[C:30]([F:31])=[CH:29][CH:28]=[CH:27][C:26]=2[F:32])=[O:23])[CH:5]=[CH:4][N:3]=1.[CH2:37]([C:39]1[C:40]([N:49]2[CH2:54][CH2:53][CH:52]([N:55]3[CH2:60][CH2:59][N:58]([S:61]([CH3:64])(=[O:63])=[O:62])[CH2:57][CH2:56]3)[CH2:51][CH2:50]2)=[CH:41][C:42]([O:46][CH2:47][CH3:48])=[C:43]([CH:45]=1)[NH2:44])[CH3:38].Cl>C(O)C(F)(F)F>[F:32][C:26]1[CH:27]=[CH:28][CH:29]=[C:30]([F:31])[C:25]=1[NH:24][C:22](=[O:23])[C:21]1[CH:33]=[C:17]([C:9]2[N:10]=[C:11]3[CH:16]=[CH:15][CH:14]=[CH:13][N:12]3[C:8]=2[C:6]2[CH:5]=[CH:4][N:3]=[C:2]([NH:44][C:43]3[CH:45]=[C:39]([CH2:37][CH3:38])[C:40]([N:49]4[CH2:50][CH2:51][CH:52]([N:55]5[CH2:56][CH2:57][N:58]([S:61]([CH3:64])(=[O:63])=[O:62])[CH2:59][CH2:60]5)[CH2:53][CH2:54]4)=[CH:41][C:42]=3[O:46][CH2:47][CH3:48])[N:7]=2)[CH:18]=[CH:19][C:20]=1[O:34][CH2:35][CH3:36]. Isolated yield 64.3%.